Task: describe an organic reaction: reactants, conditions, products, and yield. Dataset: the Open Reaction Database (ORD), a public repository of structured organic reaction records As a reaction SMILES: [CH3:15][OH:16].[CH3:1][C:2]([CH2:3][CH:4]([C:5](=[O:6])[O:7][CH3:8])[CH:9]([CH2:10][CH2:11][CH3:12])[OH:13])=[CH2:14]>>[CH3:1][CH:2]([CH2:3][CH:4]([C:5](=[O:6])[O:7][CH3:8])[CH:9]([CH2:10][CH2:11][CH3:12])[OH:13])[CH3:14]. The reactants are CO, C=C(C)CC(C(=O)OC)C(O)CCC. The product is CCCC(O)C(CC(C)C)C(=O)OC.